The task is: describe an organic reaction: reactants, conditions, products, and yield. This data is from the Open Reaction Database (ORD), a public repository of structured organic reaction records. The reactants are CCOC(=O)c1c(N)c2ccccc2n(CC)c1=O, CCN(CC)CCN, O. The product is CCN(CC)CCNC(=O)c1c(N)c2ccccc2n(CC)c1=O. Reaction SMILES: [CH2:1]([O:2][C:4](=[O:5])[c:6]1[c:7](=[O:19])[n:8]([CH2:17][CH3:18])[c:9]2[cH:10][cH:11][cH:12][cH:13][c:14]2[c:15]1[NH2:16])[CH3:3].[CH2:20]([CH3:21])[N:22]([CH2:23][CH2:24][NH2:25])[CH2:26][CH3:27].[OH2:28]>>[C:4](=[O:5])([c:6]1[c:7](=[O:19])[n:8]([CH2:17][CH3:18])[c:9]2[cH:10][cH:11][cH:12][cH:13][c:14]2[c:15]1[NH2:16])[NH:25][CH2:24][CH2:23][N:22]([CH2:20][CH3:21])[CH2:26][CH3:27]. Reactants: CC[N+](CC)(CC)Cc1ccccc1, C=Cc1ccccc1, BrC(Br)Br, [Cl-], ClCCl, [K+], [OH-]. Product: BrC1(Br)CC1c1ccccc1. As a reaction SMILES: [CH2:16]([N+:17]([CH2:18][CH3:19])([CH2:20][CH3:21])[CH2:22][CH3:23])[c:24]1[cH:25][cH:26][cH:27][cH:28][cH:29]1.[CH2:5]=[CH:6][c:7]1[cH:8][cH:9][cH:10][cH:11][cH:12]1.[CH:1]([Br:2])([Br:3])[Br:4].[Cl-:15].[Cl:30][CH2:31][Cl:32].[K+:14].[OH-:13]>>[C:1]1([Br:2])([Br:4])[CH2:5][CH:6]1[c:7]1[cH:8][cH:9][cH:10][cH:11][cH:12]1. Starting materials: S1C(=NC2=C1C=CC=C2)N(C(=O)C=2C=CC=C1CCN(CC21)C=2SC(=C(N2)C(=O)OCC)C#CCO)COCC[Si](C)(C)C (ethyl 2-(8-(benzo[d]thiazol-2-yl((2-(trimethylsilyl)ethoxy)methyl)carbamoyl)-3,4-dihydroisoquinolin-2(1H)-yl)-5-(3-hydroxyprop-1-ynyl)thiazole-4-carboxylate), S1C(=NC2=C1C=CC=C2)N(C(=O)C=2C=CC=C1CCN(CC21)C=2SC(=C(N2)C(=O)OC)I)COCC[Si](C)(C)C (methyl 2-(8-(benzo[d]thiazol-2-yl((2-(trimethylsilyl)ethoxy)methyl)carbamoyl)-3,4-dihydroisoquinolin-2(1H)-yl)-5-iodothiazole-4-carboxylate). Product: S1C(=NC2=C1C=CC=C2)N(C(=O)C=2C=CC=C1CCN(CC21)C=2SC(=C(N2)C(=O)OC)C#CCO)COCC[Si](C)(C)C (methyl 2-(8-(benzo[d]thiazol-2-yl((2-(trimethylsilyl)ethoxy)methyl)carbamoyl)-3,4-dihydroisoquinolin-2(1H)-yl)-5-(3-hydroxyprop-1-ynyl)thiazole-4-carboxylate). RXN SMILES: [S:1]1[C:5]2[CH:6]=[CH:7][CH:8]=[CH:9][C:4]=2[N:3]=[C:2]1[N:10]([CH2:37][O:38][CH2:39][CH2:40][Si:41]([CH3:44])([CH3:43])[CH3:42])[C:11]([C:13]1[CH:14]=[CH:15][CH:16]=[C:17]2[C:22]=1[CH2:21][N:20]([C:23]1[S:24][C:25]([C:33]#[C:34][CH2:35][OH:36])=[C:26]([C:28]([O:30][CH2:31]C)=[O:29])[N:27]=1)[CH2:19][CH2:18]2)=[O:12].S1C2C=CC=CC=2N=C1N(COCC[Si](C)(C)C)C(C1C=CC=C2C=1CN(C1SC(I)=C(C(OC)=O)N=1)CC2)=O>>[S:1]1[C:5]2[CH:6]=[CH:7][CH:8]=[CH:9][C:4]=2[N:3]=[C:2]1[N:10]([CH2:37][O:38][CH2:39][CH2:40][Si:41]([CH3:44])([CH3:43])[CH3:42])[C:11]([C:13]1[CH:14]=[CH:15][CH:16]=[C:17]2[C:22]=1[CH2:21][N:20]([C:23]1[S:24][C:25]([C:33]#[C:34][CH2:35][OH:36])=[C:26]([C:28]([O:30][CH3:31])=[O:29])[N:27]=1)[CH2:19][CH2:18]2)=[O:12]. Procedure details: Compound 47E was prepared in a similar manner to the synthesis of compound 36B by substituting compound 34C with compound 47D in step 2 of Example 34: LCMS (APCI): m/z 635 (M+H). The reactants are CN(C)C=O (DMF), CC1=CC=CC(=N1)C=1C(=C2N(N1)CCC2)C2=CC=C1N=CC(NC1=C2)=O (7-[2-(6-methyl-pyridin-2-yl)-5,6-dihydro-4H-pyrrolo[1,2-b]pyrazol-3-yl]-1H-quinoxalin-2-one). Reagents/catalysts: [C-]#N.[C-]#N.[Zn+2] (Zn(CN)2), C=1C=CC(=CC1)[P](C=2C=CC=CC2)(C=3C=CC=CC3)[Pd]([P](C=4C=CC=CC4)(C=5C=CC=CC5)C=6C=CC=CC6)([P](C=7C=CC=CC7)(C=8C=CC=CC8)C=9C=CC=CC9)[P](C=1C=CC=CC1)(C=1C=CC=CC1)C=1C=CC=CC1 (Pd(PPh3)4). Solvent: O=P(Cl)(Cl)Cl (POCl3), C(Cl)(Cl)Cl.C(C)(C)O (chloroform isopropyl alcohol). The product is CC1=CC=CC(=N1)C=1C(=C2N(N1)CCC2)C2=CC=C1N=CC(=NC1=C2)C(=O)N (7-[2-(6-Methyl-pyridin-2-yl)-5,6-dihydro-4H-pyrrolo[1,2-b]pyrazol-3-yl]-quinoxaline-2-carboxylic acid amide). Isolated yield 59.0%. As a reaction SMILES: [CH3:1][C:2]1[N:7]=[C:6]([C:8]2[C:9]([C:16]3[CH:25]=[C:24]4[C:19]([N:20]=[CH:21][C:22](=O)[NH:23]4)=[CH:18][CH:17]=3)=[C:10]3[CH2:15][CH2:14][CH2:13][N:11]3[N:12]=2)[CH:5]=[CH:4][CH:3]=1.C[N:28]([CH:30]=[O:31])C>O=P(Cl)(Cl)Cl.C(Cl)(Cl)Cl.C(O)(C)C.[C-]#N.[C-]#N.[Zn+2].C1C=CC([P]([Pd]([P](C2C=CC=CC=2)(C2C=CC=CC=2)C2C=CC=CC=2)([P](C2C=CC=CC=2)(C2C=CC=CC=2)C2C=CC=CC=2)[P](C2C=CC=CC=2)(C2C=CC=CC=2)C2C=CC=CC=2)(C2C=CC=CC=2)C2C=CC=CC=2)=CC=1>[CH3:1][C:2]1[N:7]=[C:6]([C:8]2[C:9]([C:16]3[CH:25]=[C:24]4[C:19]([N:20]=[CH:21][C:22]([C:30]([NH2:28])=[O:31])=[N:23]4)=[CH:18][CH:17]=3)=[C:10]3[CH2:15][CH2:14][CH2:13][N:11]3[N:12]=2)[CH:5]=[CH:4][CH:3]=1 |f:3.4,5.6.7,^1:53,55,74,93|. Procedure: Reflux 7-[2-(6-methyl-pyridin-2-yl)-5,6-dihydro-4H-pyrrolo[1,2-b]pyrazol-3-yl]-1H-quinoxalin-2-one (Example 55b; 20 mg, 0.055 mmol,) in POCl3 overnight. After removing POCl3, treat the residue with Zn(CN)2 (11.6 mg, 0.11 mmol) and Pd(PPh3)4 (3 mg, 0.003 mmol) in DMF (1 mL) at 100° C. for 20 min in microwave. Cool the solution to room temperature, dilute with chloroform/isopropyl alcohol and wash with brine. Dry the solution over sodium sulfate, filter, and evaporate the solvents to give a viscou... Yields the product CC(C)C(C#N)C(=O)NC(N)=O. Reaction SMILES: [C:1](#[N:2])[CH2:3][C:4](=[O:5])[NH:6][C:7](=[O:8])[NH2:9].[CH3:10][C:11]([CH3:12])=[O:13].[CH3:14][C:15](=[O:16])[OH:17].[CH3:19][C:20](=[O:21])[O-:22].[CH3:23][N:24]([CH3:25])[CH:26]=[O:27].[NH4+:18]>>[C:1](#[N:2])[CH:3]([C:4](=[O:5])[NH:6][C:7](=[O:8])[NH2:9])[CH:11]([CH3:10])[CH3:12]. Starting materials: N#CCC(=O)NC(N)=O, CC(C)=O, CC(=O)O, CC(=O)[O-], CN(C)C=O, [NH4+]. The reactants are [N+](=O)([O-])C1=C(C=C(C=C1)N1CCCC1)C (1-(4-nitro-3-methylphenyl)pyrrolidine), C (Darco), OS(=O)(=O)O (H2SO4). The reagents and catalysts are [Pd] (Pd/C). Run in CC(C)O (2-propanol), CC(C)O (2-propanol). Yields the product S(=O)(=O)(O)O.NC1=C(C=C(C=C1)N1CCCC1)C (1-(4-amino-3-methylphenyl)pyrrolidine sulfate). RXN SMILES: [N+:1]([C:4]1[CH:9]=[CH:8][C:7]([N:10]2[CH2:14][CH2:13][CH2:12][CH2:11]2)=[CH:6][C:5]=1[CH3:15])([O-])=O.C.[OH:17][S:18]([OH:21])(=[O:20])=[O:19]>CC(O)C.[Pd]>[S:18]([OH:21])([OH:20])(=[O:19])=[O:17].[NH2:1][C:4]1[CH:9]=[CH:8][C:7]([N:10]2[CH2:11][CH2:12][CH2:13][CH2:14]2)=[CH:6][C:5]=1[CH3:15] |f:5.6|. Procedure: 20.25 g (0.098 mole) 1-(4-nitro-3-methylphenyl)pyrrolidine were combined with 2 g Darco KB carbon, 200 ml 2-propanol and 5% Pd/C. The mixture was hydrogenated at 60 psi on a Parr apparatus. When reduction was complete, the mixture was filtered through filter aid and stirred with external cooling in an ice/acetone bath. A cold solution of 10.72 g (0.105 mole) concentrated H2SO4 in 20 ml 2-propanol was added dropwise and stirred for 1 hour. The mixture was filtered, washed 2 times with 2-propanol,...